This data is from the Open Reaction Database (ORD), a public repository of structured organic reaction records. The task is: describe an organic reaction: reactants, conditions, products, and yield Starting materials: compound ( 1-1 ), C(C=C)N=C(O)C1=C(C(=C2C(=CC=C3C4=CC=CC5=CC=CC(C1=C23)=C45)C(=O)O)C(=O)O)C(O)=NCC=C (perylene tetracarboxylic acid bis(allylimide)), C(C=C)N=C(O)C1=C(C(=C2C(=CC=C3C4=CC=CC5=CC=CC(C1=C23)=C45)C(=O)O)C(=O)O)C(O)=NCC=C (perylene tetracarboxylic acid bis(allylimide)), C[Si](O[Si](O[SiH](C)C)(C)C)(C)C (1,1,1,3,3,5,5-heptamethyl trisiloxane). Reagents/catalysts: Karstedt catalyst. Solvent: C1(=CC=CC=C1)C (toluene). Yields the product C[Si](O[Si](O[Si](C)(C)CCCN=C(O)C1=C(C(=C2C(=CC=C3C4=CC=CC5=CC=CC(C1=C23)=C45)C(=O)O)C(=O)O)C(O)=NCCC[Si](O[Si](O[Si](C)(C)C)(C)C)(C)C)(C)C)(C)C (perylene tetracarboxylic acid bis(1,1,1,3,3,5,5-heptamethyltrisiloxanyl propylimide)). The yield is 75.3%. As a reaction SMILES: [CH2:1]([N:4]=[C:5]([C:7]1[C:24]2=[C:25]3[C:14]([C:15]4[C:26]5[C:19](=[CH:20][CH:21]=[CH:22][C:23]2=5)[CH:18]=[CH:17][CH:16]=4)=[CH:13][CH:12]=[C:11]([C:27]([OH:29])=[O:28])[C:10]3=[C:9]([C:30]([OH:32])=[O:31])[C:8]=1[C:33](=[N:35][CH2:36][CH:37]=[CH2:38])[OH:34])[OH:6])[CH:2]=[CH2:3].[CH3:39][Si:40]([CH3:50])([CH3:49])[O:41][Si:42]([CH3:48])([CH3:47])[O:43][SiH:44]([CH3:46])[CH3:45]>C1(C)C=CC=CC=1>[CH3:39][Si:40]([CH3:49])([CH3:50])[O:41][Si:42]([CH3:48])([CH3:47])[O:43][Si:44]([CH2:3][CH2:2][CH2:1][N:4]=[C:5]([C:7]1[C:24]2=[C:25]3[C:14]([C:15]4[C:26]5[C:19](=[CH:20][CH:21]=[CH:22][C:23]2=5)[CH:18]=[CH:17][CH:16]=4)=[CH:13][CH:12]=[C:11]([C:27]([OH:29])=[O:28])[C:10]3=[C:9]([C:30]([OH:32])=[O:31])[C:8]=1[C:33](=[N:35][CH2:36][CH2:37][CH2:38][Si:44]([CH3:46])([CH3:45])[O:43][Si:42]([CH3:48])([CH3:47])[O:41][Si:40]([CH3:50])([CH3:49])[CH3:39])[OH:34])[OH:6])([CH3:45])[CH3:46]. Procedure: 1.03 g (2.19 mmol) of perylene tetracarboxylic acid bis(allylimide) (compound (6), m=1, n=1) and 1.53 g (6.87 mmol) of 1,1,1,3,3,5,5-heptamethyl trisiloxane were dissolved in 100 ml of toluene, and 20 μl of a Karstedt catalyst (2 mol/l solution in xylene) was thereafter added thereto, which was then refluxed for 5 hours. The reaction solution thus obtained was then cooled and filtered, and the toluene was distilled off from a filtrate. The crude product thus obtained was purified by silica gel c... Yields the product Cc1cc(=O)c(OCc2ccccc2)c[nH]1. As a reaction SMILES: [CH2:1]([c:2]1[cH:3][cH:4][cH:5][cH:6][cH:7]1)[O:8][c:9]1[c:10]([C:17]([OH:18])=[O:19])[nH:11][c:12]([CH3:16])[cH:13][c:14]1=[O:15].[CH3:20][N:21]([CH3:22])[CH:23]=[O:24]>>[CH2:1]([c:2]1[cH:3][cH:4][cH:5][cH:6][cH:7]1)[O:8][c:9]1[cH:10][nH:11][c:12]([CH3:16])[cH:13][c:14]1=[O:15]. Reactants: Cc1cc(=O)c(OCc2ccccc2)c(C(=O)O)[nH]1, CN(C)C=O. RXN SMILES: [CH3:51][O:52][CH2:53][CH2:54][O:55][CH3:56].[Cl:29][c:30]1[n:31][cH:32][cH:33][c:34]([NH:36][C:37]([C:38](=[O:39])[O:40][CH3:41])([CH2:42][CH3:43])[CH3:44])[n:35]1.[Na+:45].[Na+:46].[O-:47][C:48](=[O:49])[O-:50].[c:1]1([CH3:28])[cH:2][cH:3][c:4]([S:7](=[O:8])(=[O:9])[n:10]2[cH:11][c:12]([B:19]3[O:20][C:21]([CH3:22])([CH3:23])[C:24]([CH3:25])([CH3:26])[O:27]3)[c:13]3[c:14]2[n:15][cH:16][cH:17][cH:18]3)[cH:5][cH:6]1>>[c:1]1([CH3:28])[cH:2][cH:3][c:4]([S:7](=[O:8])(=[O:9])[n:10]2[cH:11][c:12](-[c:30]3[n:31][cH:32][cH:33][c:34]([NH:36][C:37]([C:38](=[O:39])[O:40][CH3:41])([CH2:42][CH3:43])[CH3:44])[n:35]3)[c:13]3[c:14]2[n:15][cH:16][cH:17][cH:18]3)[cH:5][cH:6]1. Product: CCC(C)(Nc1ccnc(-c2cn(S(=O)(=O)c3ccc(C)cc3)c3ncccc23)n1)C(=O)OC. Reactants: COCCOC, CCC(C)(Nc1ccnc(Cl)n1)C(=O)OC, [Na+], [Na+], O=C([O-])[O-], Cc1ccc(S(=O)(=O)n2cc(B3OC(C)(C)C(C)(C)O3)c3cccnc32)cc1. Starting materials: O=C([O-])[O-], CCOC(C)=O, COC(=O)C(F)(F)Cl, [K+], [K+], CN(C)C=O, N#Cc1ccc(O)cc1. Product: N#Cc1ccc(OC(F)F)cc1. Reaction SMILES: [C:18](=[O:19])([O-:20])[O-:21].[CH3:24][CH2:25][O:26][C:27](=[O:28])[CH3:29].[Cl:10][C:11]([C:12]([O:13][CH3:14])=[O:15])([F:16])[F:17].[K+:22].[K+:23].[O:30]=[CH:31][N:32]([CH3:33])[CH3:34].[OH:1][c:2]1[cH:3][cH:4][c:5]([C:8]#[N:9])[cH:6][cH:7]1>>[O:1]([c:2]1[cH:3][cH:4][c:5]([C:8]#[N:9])[cH:6][cH:7]1)[CH:11]([F:16])[F:17]. Product: CN(C=1C=CC=2N(N1)C(=NN2)C)[C@H](C)C2=CC=CC=C2 ((R)-N,3-dimethyl-N-(1-phenylethyl)-[1,2,4]triazolo[4,3-b]pyridazin-6-amine). Solvent: CN1CCCC1=O (NMP). Procedure details: 6-Chloro-3-methyl-[1,2,4]triazolo[4,3-b]pyridazine (120 mg, 0.712 mmol; commercially available or prepared according to patent WO2006/039325A2), (S)-N-methyl-1-phenylethanamine (385 mg, 2.85 mmol) and anhydrous NMP (1 mL) were charged into a microwave tube equipped with a magnetic stirbar. After the vessel was sealed, the mixture was heated at 200° C. for 60 min using microwave irradiation. The reaction was purified by normal phase chromatography (10% CH2Cl2 in hexane then a gradient of 0% to 20... RXN SMILES: Cl[C:2]1[CH:3]=[CH:4][C:5]2[N:6]([C:8]([CH3:11])=[N:9][N:10]=2)[N:7]=1.[CH3:12][NH:13][C@H:14]([C:16]1[CH:21]=[CH:20][CH:19]=[CH:18][CH:17]=1)[CH3:15]>CN1C(=O)CCC1>[CH3:12][N:13]([C@@H:14]([C:16]1[CH:21]=[CH:20][CH:19]=[CH:18][CH:17]=1)[CH3:15])[C:2]1[CH:3]=[CH:4][C:5]2[N:6]([C:8]([CH3:11])=[N:9][N:10]=2)[N:7]=1. Run at temperature 200 celsius. Reactants: ClC=1C=CC=2N(N1)C(=NN2)C (6-Chloro-3-methyl-[1,2,4]triazolo[4,3-b]pyridazine), CN[C@@H](C)C1=CC=CC=C1 ((S)-N-methyl-1-phenylethanamine).